This data is from the Open Reaction Database (ORD), a public repository of structured organic reaction records. The task is: describe an organic reaction: reactants, conditions, products, and yield Starting materials: CO.C(Cl)(Cl)Cl (MeOH CHCl3), C(=O)(O)C[C@@H]1N=C(O[C@@H]1C)C1=NC=CC=C1 ((4S, 5R)-4-carboxymethyl-4,5-dihydro-5-methyl-2-(2-pyridinyl)oxazole), [OH-].[Na+] (NaOH). Solvent: CO (MeOH). Conditions: time 1 hour. Product: C[C@@H]1[C@H](N=C(O1)C1=NC=CC=C1)C(=O)O ((4S, 5R)-4,5-Dihydro-5-methyl-2-(2-pyridinyl)oxazole-4-carboxylic acid). Isolated yield 39.0%. As a reaction SMILES: C([CH2:4][C@H:5]1[C@@H:9]([CH3:10])[O:8][C:7]([C:11]2[CH:16]=[CH:15][CH:14]=[CH:13][N:12]=2)=[N:6]1)(O)=O.[OH-:17].[Na+].C[OH:20].C(Cl)(Cl)Cl>CO>[CH3:10][C@H:9]1[O:8][C:7]([C:11]2[CH:16]=[CH:15][CH:14]=[CH:13][N:12]=2)=[N:6][C@@H:5]1[C:4]([OH:20])=[O:17] |f:1.2,3.4|. Procedure details: To a solution of (4S, 5R)-4-carboxymethyl-4,5-dihydro-5-methyl-2-(2-pyridinyl)oxazole (0.22 g, 1.00 mmol, obtained as above) in MeOH (2 mL) was added aq NaOH (44.0 mg, 1.10 mmol in 0.20 mL of H2O ). After 1 h at room temperature, the solvent was removed under reduced pressure. The residue was partitioned between EtOAc (5 mL) and 1N HCl (1 mL). The aqueous layer was extracted with further EtOAc (2×10 mL). the combined organic extracts were dried over MgSO4 and concentrated to give a white residue... Starting materials: C(CCC)[Sn](C=C)(CCCC)CCCC (tributyl(vinyl)stannane), BrC=1C=CC(=NC1)C#N (5-bromopicolinonitrile), tetrakis(triphenylphosphine), C(C)(C)(C)C1=C(C(=CC(=C1)C)C(C)(C)C)O (2,6-di-t-butyl-4-methylphenol), intermediate ( 1-2 ), [Na] (sodium), C(=O)NN (Formohydrazide). Solvent: C1(=CC=CC=C1)C (toluene), CO (methanol). The product is C(=C)C=1C=CC(=NC1)C#N (5-vinylpicolinonitrile). RXN SMILES: Br[C:2]1[CH:3]=[CH:4][C:5]([C:8]#[N:9])=[N:6][CH:7]=1.[C:10](C1C=C(C)C=C(C(C)(C)C)C=1O)(C)(C)[CH3:11].C([Sn](CCCC)(CCCC)C=C)CCC.[Na].C(NN)=O>C1(C)C=CC=CC=1.CO>[CH:10]([C:2]1[CH:3]=[CH:4][C:5]([C:8]#[N:9])=[N:6][CH:7]=1)=[CH2:11] |^1:40|. Procedure: A 5-vinylpicolinonitrile intermediate (1-2) was prepared by adding 5-bromopicolinonitrile (1-1), tetrakis(triphenylphosphine) (Pd(PPH3)4), and 2,6-di-t-butyl-4-methylphenol (BHT) in toluene, adding tributyl(vinyl)stannane thereto, and reacting the resulting mixture at 80° C. for 24 hours. The intermediate (1-2) was added to a methanol solution, in which sodium metal was dissolved, and reacted at 70° C. for 3 hours and then cooled. Formohydrazide (1-3) was added to the reaction solution and react... Starting materials: 5l, C(C1=CC=CO1)=O (Furfural), N(=O)[O-].[Na+] (sodium nitrite), Cl (HCl), COC1=CC=C(C=C1)N (p-anisidine), CuCl2.2H2O. The solvent is O (water), O (water), O (water), O (water). Product: COC1=CC=C(C=C1)C1=CC=C(O1)C=O (5-(4-Methoxyphenyl)-2-furaldehyde). Yield: 23.1%. RXN SMILES: Cl.[CH3:2][O:3][C:4]1[CH:9]=[CH:8][C:7](N)=[CH:6][CH:5]=1.N([O-])=O.[Na+].[CH:15](=[O:21])[C:16]1[O:20][CH:19]=[CH:18][CH:17]=1>O>[CH3:2][O:3][C:4]1[CH:9]=[CH:8][C:7]([C:19]2[O:20][C:16]([CH:15]=[O:21])=[CH:17][CH:18]=2)=[CH:6][CH:5]=1 |f:2.3|. Reported procedure: A 5l. three-necked flask equipped with stirrer, thermometer and dropping funnel was charged with water (150ml), concentrated HCl (400 ml) was introduced, followed by p-anisidine (185 g, 1.5 moles). A solution of sodium nitrite (108 g, 1.56 moles) in water (300 ml) was introduced dropwise maintaining -10° to -5°C. Furfural (184 g, 1.92 moles) was introduced followed by a solution of CuCl2.2H2O (46 g) in water (300 ml). The reaction mixture was heated to 53° with hot water maintaining 53°-68° for ... As a reaction SMILES: [CH2:39]1[O:40][CH2:41][CH2:42][CH2:43]1.[CH3:31][Mg:32][Cl:33].[CH3:45][CH2:46][O:47][CH2:48][CH3:49].[Cl-:34].[Cl:36][CH2:37][Cl:38].[F:1][c:2]1[c:3](-[c:9]2[n:10][c:11]3[o:12][cH:13][cH:14][n:15]3[c:16]2-[c:17]2[cH:18][cH:19][c:20]3[n:21]([n:22]2)[c:23]([C:26](=[O:27])[O:28][CH2:29][CH3:30])[n:24][n:25]3)[cH:4][cH:5][c:6]([F:8])[cH:7]1.[NH4+:35].[OH2:44]>>[F:1][c:2]1[c:3](-[c:9]2[n:10][c:11]3[o:12][cH:13][cH:14][n:15]3[c:16]2-[c:17]2[cH:18][cH:19][c:20]3[n:21]([n:22]2)[c:23]([C:26](=[O:27])[CH3:31])[n:24][n:25]3)[cH:4][cH:5][c:6]([F:8])[cH:7]1. The reactants are C1CCOC1, C[Mg]Cl, CCOCC, [Cl-], ClCCl, CCOC(=O)c1nnc2ccc(-c3c(-c4ccc(F)cc4F)nc4occn34)nn12, [NH4+], O. Product: CC(=O)c1nnc2ccc(-c3c(-c4ccc(F)cc4F)nc4occn34)nn12.